Dataset: the Open Reaction Database (ORD), a public repository of structured organic reaction records. Task: describe an organic reaction: reactants, conditions, products, and yield The reactants are COC(=O)CCc1csc(Nc2ncc(Br)cc2Oc2ccccc2)n1, CCO, NN, O. Yields the product NNC(=O)CCc1csc(Nc2ncc(Br)cc2Oc2ccccc2)n1. Reaction SMILES: [Br:1][c:2]1[cH:3][c:4]([O:20][c:21]2[cH:22][cH:23][cH:24][cH:25][cH:26]2)[c:5]([NH:8][c:9]2[s:10][cH:11][c:12]([CH2:14][CH2:15][C:16](=[O:17])[O:18][CH3:19])[n:13]2)[n:6][cH:7]1.[CH3:30][CH2:31][OH:32].[NH2:28][NH2:29].[OH2:27]>>[Br:1][c:2]1[cH:3][c:4]([O:20][c:21]2[cH:22][cH:23][cH:24][cH:25][cH:26]2)[c:5]([NH:8][c:9]2[s:10][cH:11][c:12]([CH2:14][CH2:15][C:16](=[O:17])[NH:28][NH2:29])[n:13]2)[n:6][cH:7]1. The reactants are C1(=CC=CC=C1)C=1NC2=CC3=C(C=C2C1C1=CC=CC=C1)OCO3 (2,3-diphenyl-5,6-methylenedioxy indole), O (water), O (water), C(C)(=O)O (acetic acid), OO (hydrogen peroxide). Reagents/catalysts: [NH4+].[NH4+].[O-][Mo](=O)(=O)[O-] (ammonium molybdate). Product: C(C1=CC=CC=C1)(=O)NC1=C(C(=O)C2=CC=CC=C2)C=C2C(=C1)OCO2 (2-benzoylamino-4,5-methylenedioxybenzophenone). RXN SMILES: [C:1]1([C:7]2[NH:8][C:9]3[C:14]([C:15]=2[C:16]2[CH:21]=[CH:20][CH:19]=[CH:18][CH:17]=2)=[CH:13][C:12]2[O:22][CH2:23][O:24][C:11]=2[CH:10]=3)[CH:6]=[CH:5][CH:4]=[CH:3][CH:2]=1.C(O)(=[O:27])C.OO.[OH2:31]>[NH4+].[NH4+].[O-][Mo]([O-])(=O)=O>[C:7]([NH:8][C:9]1[CH:10]=[C:11]2[O:24][CH2:23][O:22][C:12]2=[CH:13][C:14]=1[C:15]([C:16]1[CH:21]=[CH:20][CH:19]=[CH:18][CH:17]=1)=[O:27])(=[O:31])[C:1]1[CH:6]=[CH:5][CH:4]=[CH:3][CH:2]=1 |f:4.5.6|. Procedure: To a flask equipped with a stirrer, condenser, dropping funnel and thermometer are charged 31.3 g. of 2,3-diphenyl-5,6-methylenedioxy indole, 600 ml. of acetic acid and 0.30 g. of ammonium molybdate dissolved in 30 ml. of water. The stirred mixture is heated to 60°-65°C. and then treated dropwise (about 15 minutes) with 30 ml. of 40% hydrogen peroxide. The mixture is maintained at 65° for about 2 hours and then treated with 150 ml. water. The resultant solid is filtered off and recrystallized fr... Starting materials: Intermediate 14, ClC1=NC=CC(=N1)C1=C(N=C(S1)N1CCOCC1)C=1C(=C(N)C=CC1F)F (3-[5-(2-chloro-4-pyrimidinyl)-2-(4-morpholinyl)-1,3-thiazol-4-yl]-2,4-difluoroaniline), FC1=C(C=C(C=C1)F)S(=O)(=O)Cl (2,5-difluorobenzenesulfonyl chloride). The product is ClC1=NC=CC(=N1)C1=C(N=C(S1)N1CCOCC1)C=1C(=C(C=CC1F)NS(=O)(=O)C1=C(C=CC(=C1)F)F)F (N-{3-[5-(2-Chloro-4-pyrimidinyl)-2-(4-morpholinyl)-1,3-thiazol-4-yl]-2,4-difluorophenyl}-2,5-difluorobenzenesulfonamide). Reaction SMILES: [Cl:1][C:2]1[N:7]=[C:6]([C:8]2[S:12][C:11]([N:13]3[CH2:18][CH2:17][O:16][CH2:15][CH2:14]3)=[N:10][C:9]=2[C:19]2[C:20]([F:27])=[C:21]([CH:23]=[CH:24][C:25]=2[F:26])[NH2:22])[CH:5]=[CH:4][N:3]=1.[F:28][C:29]1[CH:34]=[CH:33][C:32]([F:35])=[CH:31][C:30]=1[S:36](Cl)(=[O:38])=[O:37]>>[Cl:1][C:2]1[N:7]=[C:6]([C:8]2[S:12][C:11]([N:13]3[CH2:14][CH2:15][O:16][CH2:17][CH2:18]3)=[N:10][C:9]=2[C:19]2[C:20]([F:27])=[C:21]([NH:22][S:36]([C:30]3[CH:31]=[C:32]([F:35])[CH:33]=[CH:34][C:29]=3[F:28])(=[O:38])=[O:37])[CH:23]=[CH:24][C:25]=2[F:26])[CH:5]=[CH:4][N:3]=1. Procedure: Following a procedure analogous to the procedure described in Intermediate 14 using 3-[5-(2-chloro-4-pyrimidinyl)-2-(4-morpholinyl)-1,3-thiazol-4-yl]-2,4-difluoroaniline (900 mg, 2.196 mmol) and 2,5-difluorobenzenesulfonyl chloride (0.355 mL, 2.64 mmol) the title compound of Step H was obtained as a light yellow solid (774 mg, 60% yield). 1H NMR (400 MHz, DMSO-d6) δ ppm 8.41 (d, J=5.5 Hz, 1H), 7.48-7.57 (m, 4H), 7.29 (t, J=8.8 Hz, 1H), 6.57 (d, J=5.5 Hz, 1H), 3.70-3.74 (m, 4H), 3.52-3.55 (m, 4H)...